Dataset: the Open Reaction Database (ORD), a public repository of structured organic reaction records. Task: describe an organic reaction: reactants, conditions, products, and yield Reactants: COc1ccccc1, [Cu]I, CNC(=O)c1cc(Br)cc(C)c1N, N#C[Na], O. The product is CNC(=O)c1cc(C#N)cc(C)c1N. Reaction SMILES: [CH3:17][O:18][c:19]1[cH:20][cH:21][cH:22][cH:23][cH:24]1.[Cu:26][I:27].[NH2:1][c:2]1[c:3]([C:4](=[O:5])[NH:6][CH3:7])[cH:8][c:9]([Br:13])[cH:10][c:11]1[CH3:12].[Na:14][C:15]#[N:16].[OH2:25]>>[NH2:1][c:2]1[c:3]([C:4](=[O:5])[NH:6][CH3:7])[cH:8][c:9]([C:15]#[N:16])[cH:10][c:11]1[CH3:12]. Starting materials: [H-].[Na+] (sodium hydride), OC=1C=C(C#N)C=CC1 (3-hydroxybenzonitrile), Cl.ClCCC=1N=CNC1 (4-(2-chloroethyl )-1H-imidazole hydrochloride). The reagents and catalysts are [I-].C(CCC)[N+](CCCC)(CCCC)CCCC (tetrabutylammonium iodide). Run in CN(C=O)C (dimethylformamide). Run at time 1 hour. Yields the product C(#N)C=1C=C(OCCC=2N=CNC2)C=CC1 (4-[2-(3-Cyanophenoxy)ethyl]-1H-imidazole). As a reaction SMILES: [H-].[Na+].[OH:3][C:4]1[CH:5]=[C:6]([CH:9]=[CH:10][CH:11]=1)[C:7]#[N:8].Cl.Cl[CH2:14][CH2:15][C:16]1[N:17]=[CH:18][NH:19][CH:20]=1>CN(C)C=O.[I-].C([N+](CCCC)(CCCC)CCCC)CCC>[C:7]([C:6]1[CH:5]=[C:4]([CH:11]=[CH:10][CH:9]=1)[O:3][CH2:14][CH2:15][C:16]1[N:17]=[CH:18][NH:19][CH:20]=1)#[N:8] |f:0.1,3.4,6.7|. Procedure details: 240 mg (60% in oil; 6 mmol) of sodium hydride are added to a solution of 1.43 g (12 mmol) of 3-hydroxybenzonitrile in 10 ml of dimethylformamide and the mixture is stirred at room temperature for 1 hour under nitrogen. 200 mg (1.2 mmol ) of 4-(2-chloroethyl )-1H-imidazole hydrochloride and tetrabutylammonium iodide (catalytic amount) are added and the mixture is heated for 3 hours at 80° C. The solvent is evaporated under reduced pressure and the oily residue is stirred in ethanol and filtered. ... Starting materials: CI, COCCOc1cccc2cc[nH]c12, [H-], [H][H], [Na+], CN(C)C=O. Yields the product COCCOc1cccc2ccn(C)c12. Reaction SMILES: [CH3:19][I:20].[CH3:3][O:4][CH2:5][CH2:6][O:7][c:8]1[cH:9][cH:10][cH:11][c:12]2[cH:13][cH:14][nH:15][c:16]12.[H-:1].[H:17][H:18].[Na+:2].[O:21]=[CH:22][N:23]([CH3:24])[CH3:25]>>[CH3:3][O:4][CH2:5][CH2:6][O:7][c:8]1[cH:9][cH:10][cH:11][c:12]2[cH:13][cH:14][n:15]([CH3:19])[c:16]12. Starting materials: BrCC1=C(C(=O)OC)C=CN=C1Cl (methyl 3-(bromomethyl)-2-chloroisonicotinate), Cl.ClC=1C=C(C=NC1OCC(F)F)C(C)N (1-(5-chloro-6-(2,2-difluoroethoxy)pyridin-3-yl)ethanamine hydrochloride). Yields the product ClC1=NC=CC2=C1CN(C2=O)C(C)C=2C=NC(=C(C2)Cl)OCC(F)F (4-chloro-2-(1-(5-chloro-6-(2,2-difluoroethoxy)pyridin-3-yl)ethyl)-2,3-dihydro-1H-pyrrolo[3,4-c]pyridin-1-one). Isolated yield 71.0%. Reaction SMILES: Br[CH2:2][C:3]1[C:12]([Cl:13])=[N:11][CH:10]=[CH:9][C:4]=1[C:5]([O:7]C)=O.Cl.[Cl:15][C:16]1[CH:17]=[C:18]([CH:27]([NH2:29])[CH3:28])[CH:19]=[N:20][C:21]=1[O:22][CH2:23][CH:24]([F:26])[F:25]>>[Cl:13][C:12]1[C:3]2[CH2:2][N:29]([CH:27]([C:18]3[CH:19]=[N:20][C:21]([O:22][CH2:23][CH:24]([F:25])[F:26])=[C:16]([Cl:15])[CH:17]=3)[CH3:28])[C:5](=[O:7])[C:4]=2[CH:9]=[CH:10][N:11]=1 |f:1.2|. Procedure details: The title compound is prepared in 71% yield (157 mg, colorless oil) from methyl 3-(bromomethyl)-2-chloroisonicotinate (150 mg, 0.57 mmol) and 1-(5-chloro-6-(2,2-difluoroethoxy)pyridin-3-yl)ethanamine hydrochloride (155 mg, 0.57 mmol, Amine-16, single enantiomer) in a similar manner to Intermediate-2. Starting materials: ClC1=C(OC2(CC2)C(=O)OC)C=C(C(=C1)F)N1C(N(C(=CC1=O)C(F)(F)F)C)=O (methyl 1-[2-chloro-4-fluoro-5-{3-methyl-2,6-dioxo-4-(trifluoromethyl)-1,2,3,6-tetrahydropyrimidin-1-yl}phenoxy]cyclopropanecarboxylate), Cl (hydrochloric acid), ice water. Solvent: O1CCOCC1 (1,4-dioxane). The product is ClC1=C(OC2(CC2)C(=O)O)C=C(C(=C1)F)N1C(N(C(=CC1=O)C(F)(F)F)C)=O (1-[2-chloro-4-fluoro-5-{3-methyl-2,6-dioxo-4-(trifluoro-methyl)-1,2,3,6-tetrahydropyrimidin-1-yl}phenoxy]cyclo-propanecarboxylic acid). Yield: 62.0%. Reaction SMILES: [Cl:1][C:2]1[CH:15]=[C:14]([F:16])[C:13]([N:17]2[C:22](=[O:23])[CH:21]=[C:20]([C:24]([F:27])([F:26])[F:25])[N:19]([CH3:28])[C:18]2=[O:29])=[CH:12][C:3]=1[O:4][C:5]1([C:8]([O:10]C)=[O:9])[CH2:7][CH2:6]1.Cl>O1CCOCC1>[Cl:1][C:2]1[CH:15]=[C:14]([F:16])[C:13]([N:17]2[C:22](=[O:23])[CH:21]=[C:20]([C:24]([F:25])([F:26])[F:27])[N:19]([CH3:28])[C:18]2=[O:29])=[CH:12][C:3]=1[O:4][C:5]1([C:8]([OH:10])=[O:9])[CH2:6][CH2:7]1. Procedure details: 2.0 g of methyl 1-[2-chloro-4-fluoro-5-{3-methyl-2,6-dioxo-4-(trifluoromethyl)-1,2,3,6-tetrahydropyrimidin-1-yl}phenoxy]cyclopropanecarboxylate was dissolved in a solution consisting of 10 ml of 1,4-dioxane and 10 ml of conc. hydrochloric acid, and the obtained solution was heated under reflux for 2 hours. The reaction mixture was poured into ice water and extracted with ethyl acetate. The organic layer was washed with water and saturated aqueous sodium chloride solution in turn, and dried over ... Starting materials: [N+](=O)([O-])C1=CC=C(COC(=O)Cl)C=C1 (4-nitrobenzyloxycarbonyl chloride), N1C(=NC=C1)[C@H]1N(C[C@@H](C1)O)C(=O)OCC1=CC=C(C=C1)[N+](=O)[O-] ((2S,4R)-2-(imidazol-2-yl)-4-hydroxy-1- (4-nitrobenzyloxycarbonyl)pyrrolidine), [OH-].[Na+] (sodium hydroxide). The solvent is O1CCCC1 (tetrahydrofuran), O (water), O1CCCC1 (tetrahydrofuran). Product: O[C@@H]1C[C@H](N(C1)C(=O)OCC1=CC=C(C=C1)[N+](=O)[O-])C=1N(C=CN1)C(=O)OCC1=CC=C(C=C1)[N+](=O)[O-] ((2S, 4R)-4-hydroxy-2-[N-(4-nitrobenzyloxycarbonyl) imidazol-2-yl]-1-(4-nitrobenzyloxycarbonyl) pyrrolidine). The yield is 63.0%. RXN SMILES: [NH:1]1[CH:5]=[CH:4][N:3]=[C:2]1[C@@H:6]1[CH2:10][C@@H:9]([OH:11])[CH2:8][N:7]1[C:12]([O:14][CH2:15][C:16]1[CH:21]=[CH:20][C:19]([N+:22]([O-:24])=[O:23])=[CH:18][CH:17]=1)=[O:13].[N+:25]([C:28]1[CH:38]=[CH:37][C:31]([CH2:32][O:33][C:34](Cl)=[O:35])=[CH:30][CH:29]=1)([O-:27])=[O:26].[OH-].[Na+]>O.O1CCCC1>[OH:11][C@H:9]1[CH2:8][N:7]([C:12]([O:14][CH2:15][C:16]2[CH:21]=[CH:20][C:19]([N+:22]([O-:24])=[O:23])=[CH:18][CH:17]=2)=[O:13])[C@H:6]([C:2]2[N:1]([C:34]([O:33][CH2:32][C:31]3[CH:30]=[CH:29][C:28]([N+:25]([O-:27])=[O:26])=[CH:38][CH:37]=3)=[O:35])[CH:5]=[CH:4][N:3]=2)[CH2:10]1 |f:2.3|. Procedure details: To a solution of (2S,4R)-2-(imidazol-2-yl)-4-hydroxy-1- (4-nitrobenzyloxycarbonyl)pyrrolidine (1.0 g) in a mixture of water (10 ml) and tetrahydrofuran (20 ml) was dropwise added a solution of 4-nitrobenzyloxycarbonyl chloride (0.85 g) in tetrahydrofuran (5 ml) under ice-cooling with stirring, keeping the pH between 9 and 10 with 4N aqueous sodium hydroxide. The mixture was stirred under the same condition for 1 hour, extracted with ethyl acetate. The organic layer was washed with brine, dried o... Reactants: CC(C)(C)[Si](C)(C)Oc1cccc(C=O)c1, Cl, CCOC(=O)C1(N)CC1. Yields the product CCOC(=O)C1(NCc2cccc(O[Si](C)(C)C(C)(C)C)c2)CC1. RXN SMILES: [C:1]([CH3:2])([CH3:3])([CH3:4])[Si:5]([O:6][c:7]1[cH:8][c:9]([CH:10]=[O:11])[cH:12][cH:13][cH:14]1)([CH3:15])[CH3:16].[ClH:17].[NH2:18][C:19]1([C:22](=[O:23])[O:24][CH2:25][CH3:26])[CH2:20][CH2:21]1>>[C:1]([CH3:2])([CH3:3])([CH3:4])[Si:5]([O:6][c:7]1[cH:8][c:9]([CH2:10][NH:18][C:19]2([C:22](=[O:23])[O:24][CH2:25][CH3:26])[CH2:20][CH2:21]2)[cH:12][cH:13][cH:14]1)([CH3:15])[CH3:16]. Reactants: ClC1=C(OC=2C=CC(=C(C2)S(=O)(=O)Cl)OC)C(=CC(=C1)CC1C(NC(S1)=O)=O)Cl (5-[2,6-Dichloro-4-(2,4-dioxo-thiazolidin-5-ylmethyl)-phenoxy]-2-methoxy-benzenesulfonyl chloride), C1(CC1)N (cyclopropylamine), CN1CCOCC1 (N-methylmorpholine). Solvent: O1CCCC1 (tetrahydrofuran). Run at time 2 hour. Product: C1(CC1)NS(=O)(=O)C1=C(C=CC(=C1)OC1=C(C=C(C=C1Cl)CC1C(NC(S1)=O)=O)Cl)OC (N-Cyclopropyl-5-[2,6-dichloro-4-(2,4-dioxo-thiazolidin-5-ylmethyl)-phenoxy]-2-methoxy-benzenesulfonamide). Yield: 38.7%. RXN SMILES: [Cl:1][C:2]1[CH:20]=[C:19]([CH2:21][CH:22]2[S:26][C:25](=[O:27])[NH:24][C:23]2=[O:28])[CH:18]=[C:17]([Cl:29])[C:3]=1[O:4][C:5]1[CH:6]=[CH:7][C:8]([O:15][CH3:16])=[C:9]([S:11](Cl)(=[O:13])=[O:12])[CH:10]=1.[CH:30]1([NH2:33])[CH2:32][CH2:31]1.CN1CCOCC1>O1CCCC1>[CH:30]1([NH:33][S:11]([C:9]2[CH:10]=[C:5]([O:4][C:3]3[C:2]([Cl:1])=[CH:20][C:19]([CH2:21][CH:22]4[S:26][C:25](=[O:27])[NH:24][C:23]4=[O:28])=[CH:18][C:17]=3[Cl:29])[CH:6]=[CH:7][C:8]=2[O:15][CH3:16])(=[O:13])=[O:12])[CH2:32][CH2:31]1. Reported procedure: To the title compound of Step E (38 mg, 0.08 mmol) in dry tetrahydrofuran (1 ml) at room temperature was added cyclopropylamine (8.0 mL, 0.12 mmol) and N-methylmorpholine (17 ml, 0.15 mmol). The reaction mixture was stirred at room temperature for two hours, quenched with 1N HCl (15 ml), and extracted with ethyl acetate (3×15 ml). The combined extracts were washed with 1N HCl (2×15 ml), brine (15 ml), dried over sodium sulfate, filtered, and concentrated. The residue was purified by preparative ... Reactants: COC(=O)c1cc(Br)cc(NC2CCCC2)c1C, O=C([O-])[O-], CI, CC#N, [Cs+], [Cs+]. The product is COC(=O)c1cc(Br)cc(N(C)C2CCCC2)c1C. As a reaction SMILES: [Br:1][c:2]1[cH:3][c:4]([NH:13][CH:14]2[CH2:15][CH2:16][CH2:17][CH2:18]2)[c:5]([CH3:12])[c:6]([C:7](=[O:8])[O:9][CH3:10])[cH:11]1.[C:19](=[O:20])([O-:21])[O-:22].[CH3:25][I:26].[CH3:27][C:28]#[N:29].[Cs+:23].[Cs+:24]>>[Br:1][c:2]1[cH:3][c:4]([N:13]([CH:14]2[CH2:15][CH2:16][CH2:17][CH2:18]2)[CH3:19])[c:5]([CH3:12])[c:6]([C:7](=[O:8])[O:9][CH3:10])[cH:11]1. The reactants are NC1=C(C=CC=C1N)[N+](=O)[O-] (2,3-diaminonitrobenzene), BrC1=CC=C(C=C1)C(=O)C(=O)C1=CC=C(C=C1)Br (4,4′-dibromobenzil). The solvent is mixed solvent, C(C)(=O)O (acetic acid), CO (methanol). Reported procedure: 1.53 g (10 mmol) of 2,3-diaminonitrobenzene and 3.68 g (10 mmol) of 4,4′-dibromobenzil were dissolved in 80 g of a mixed solvent of acetic acid and methanol (1:1) and reacted at a reaction temperature of 70° C. for 30 hours. After completion of the reaction, the solvent was removed and a reaction product was extracted by means of a silica gel. Reaction SMILES: [NH2:1][C:2]1[C:7]([NH2:8])=[CH:6][CH:5]=[CH:4][C:3]=1[N+:9]([O-:11])=[O:10].[Br:12][C:13]1[CH:18]=[CH:17][C:16]([C:19]([C:21]([C:23]2[CH:28]=[CH:27][C:26]([Br:29])=[CH:25][CH:24]=2)=O)=O)=[CH:15][CH:14]=1>C(O)(=O)C.CO>[Br:12][C:13]1[CH:14]=[CH:15][C:16]([C:19]2[C:21]([C:23]3[CH:24]=[CH:25][C:26]([Br:29])=[CH:27][CH:28]=3)=[N:1][C:2]3[C:7](=[CH:6][CH:5]=[CH:4][C:3]=3[N+:9]([O-:11])=[O:10])[N:8]=2)=[CH:17][CH:18]=1. The product is BrC1=CC=C(C=C1)C1=NC2=CC=CC(=C2N=C1C1=CC=C(C=C1)Br)[N+](=O)[O-] (2,3-di(4-bromophenyl)-5-nitroquinoxaline).